This data is from the Open Reaction Database (ORD), a public repository of structured organic reaction records. The task is: describe an organic reaction: reactants, conditions, products, and yield The reactants are C([O-])([O-])=O.[K+].[K+] (potassium carbonate), C(C)(=O)OCCCN1C=NC=2C=NC=3C=CC=NC3C21 (3-(1H-imidazo[4,5-c][1,5]naphthyridin-1-yl)propyl acetate). Run in CO (methanol). Reaction conditions: time 3 hour. The product is N1(C=NC=2C=NC=3C=CC=NC3C21)CCCO (3-(1H-imidazo[4,5-c][1,5]naphthyridin-1-yl)propan-1-ol). Isolated yield 16.3%. As a reaction SMILES: C(=O)([O-])[O-].[K+].[K+].C([O:10][CH2:11][CH2:12][CH2:13][N:14]1[C:26]2[C:25]3[N:24]=[CH:23][CH:22]=[CH:21][C:20]=3[N:19]=[CH:18][C:17]=2[N:16]=[CH:15]1)(=O)C>CO>[N:14]1([CH2:13][CH2:12][CH2:11][OH:10])[C:26]2[C:25]3[N:24]=[CH:23][CH:22]=[CH:21][C:20]=3[N:19]=[CH:18][C:17]=2[N:16]=[CH:15]1 |f:0.1.2|. Reported procedure: Solid potassium carbonate (2.68 g, 19.4 mmol) was added to a solution of 3-(1H-imidazo[4,5-c][1,5]naphthyridin-1-yl)propyl acetate (3.50 g, 12.9 mmol) in methanol (65 mL) at room temperature. The mixture was stirred for 3 hours, then the solvent was removed under reduced pressure. The residue was partitioned between dichloromethane (150 mL) and water (75 mL). The organic layer was washed with brine (75 mL), dried over magnesium sulfate, filtered, and concentrated under reduced pressure to yield ... Product: CC1(N(C(CC(C1)C)C)CCCNC(CN1C(CCC1)=O)=O)C (N-[3-(2,2,4,6-tetramethyl-1-piperidinyl)propyl]-2-oxo-1-pyrrolidineacetamide). RXN SMILES: [O:1]=[C:2]1[CH2:6][CH2:5][CH2:4][N:3]1[CH2:7][C:8]([O:10]CC)=O.[CH3:13][C:14]1([CH3:26])[CH2:19][CH:18]([CH3:20])[CH2:17][CH:16]([CH3:21])[N:15]1[CH2:22][CH2:23][CH2:24][NH2:25]>>[CH3:26][C:14]1([CH3:13])[CH2:19][CH:18]([CH3:20])[CH2:17][CH:16]([CH3:21])[N:15]1[CH2:22][CH2:23][CH2:24][NH:25][C:8](=[O:10])[CH2:7][N:3]1[CH2:4][CH2:5][CH2:6][C:2]1=[O:1]. The reactants are O=C1N(CCC1)CC(=O)OCC (ethyl 2-oxo-1-pyrrolidineacetate), CC1(N(C(CC(C1)C)C)CCCN)C (3-(2,2,4,6-tetramethyl-1-piperidinyl)propylamine). Procedure details: From 8.5 g. of ethyl 2-oxo-1-pyrrolidineacetate and 14 g. of 3-(2,2,4,6-tetramethyl-1-piperidinyl)propylamine (U.S. Pat. No. 3,446,811), following the procedure of Example 9, there is obtained N-[3-(2,2,4,6-tetramethyl-1-piperidinyl)propyl]-2-oxo-1-pyrrolidineacetamide; m.p. 85°-87° C. after recrystallization from ethyl ether. The reactants are [BH4-], CO, COc1ccc2c(c1)C(=O)c1ccccc1CO2, ClC(Cl)Cl, [Na+]. The product is COc1ccc2c(c1)C(O)c1ccccc1CO2. RXN SMILES: [BH4-:21].[CH3:19][OH:20].[CH3:1][O:2][c:3]1[cH:4][c:5]2[c:6]([cH:17][cH:18]1)[O:7][CH2:8][c:9]1[c:10]([cH:13][cH:14][cH:15][cH:16]1)[C:11]2=[O:12].[CH:23]([Cl:24])([Cl:25])[Cl:26].[Na+:22]>>[CH3:1][O:2][c:3]1[cH:4][c:5]2[c:6]([cH:17][cH:18]1)[O:7][CH2:8][c:9]1[c:10]([cH:13][cH:14][cH:15][cH:16]1)[CH:11]2[OH:12]. Starting materials: CN1C(=CC2=CC=CC=C12)C(=O)Cl (1-methyl-1H-indole-2-carbonyl chloride), NC1=NC=C(C2=C1C(=CS2)C2=CC(=C(C=C2)N)OC)NC(CCN(C)CCCN(C)C)=O (N-[4-Amino-3-(4-amino-3-methoxyphenyl)-thieno[3,2-c]pyridin-7-yl]-3-[(3-dimethylamino-propyl)methylamino]propionamide). Product: NC1=NC=C(C2=C1C(=CS2)C2=CC(=C(C=C2)NC(=O)C=2N(C1=CC=CC=C1C2)C)OC)NC(CCN(C)CCCN(C)C)=O (N-{4-[4-amino-7-({3-[[3-(dimethylamino)propyl](methyl)amino]propanoyl}amino)thieno[3,2-c]pyridin-3-yl]-2-methoxyphenyl}-1-methyl-1H-indole-2-carboxamide). As a reaction SMILES: [CH3:1][N:2]1[C:10]2[C:5](=[CH:6][CH:7]=[CH:8][CH:9]=2)[CH:4]=[C:3]1[C:11](Cl)=[O:12].[NH2:14][C:15]1[C:20]2[C:21]([C:24]3[CH:29]=[CH:28][C:27]([NH2:30])=[C:26]([O:31][CH3:32])[CH:25]=3)=[CH:22][S:23][C:19]=2[C:18]([NH:33][C:34](=[O:45])[CH2:35][CH2:36][N:37]([CH2:39][CH2:40][CH2:41][N:42]([CH3:44])[CH3:43])[CH3:38])=[CH:17][N:16]=1>>[NH2:14][C:15]1[C:20]2[C:21]([C:24]3[CH:29]=[CH:28][C:27]([NH:30][C:11]([C:3]4[N:2]([CH3:1])[C:10]5[C:5]([CH:4]=4)=[CH:6][CH:7]=[CH:8][CH:9]=5)=[O:12])=[C:26]([O:31][CH3:32])[CH:25]=3)=[CH:22][S:23][C:19]=2[C:18]([NH:33][C:34](=[O:45])[CH2:35][CH2:36][N:37]([CH2:39][CH2:40][CH2:41][N:42]([CH3:43])[CH3:44])[CH3:38])=[CH:17][N:16]=1. Reported procedure: The title compound was prepared using 1-methyl-1H-indole-2-carbonyl chloride, N-[4-Amino-3-(4-amino-3-methoxyphenyl)-thieno[3,2-c]pyridin-7-yl]-3-[(3-dimethylamino-propyl)methylamino]propionamide, and the procedure described in General Procedure F. m/z (M+H)+ 614.3. Reactants: O (water), ClC1=CC=CC2=C1SC=C2CO[C@H](CN2CNC=C2)C2=C(C=C(C=C2)Cl)Cl ((S)-(+)-1-[2-(7-chlorobenzo[b]thiophen-3-yl-methoxy)-2-(2,4-dichlorophenyl )-ethyl]-2H-imidazole), [N+](=O)(O)[O-] (nitric acid), O (water). The solvent is C(C)O (ethanol). Run at time 1 hour. Product: [N+](=O)(O)[O-].ClC1=CC=CC2=C1SC=C2CO[C@H](CN2C=NC=C2)C2=C(C=C(C=C2)Cl)Cl ((S)-(+)-1-[2-(7-chloro-benzo[b]thiophen-3-yl-methoxy)-2-(2,4-dichlorophenyl)-ethyl]imidazole mononitrate). The yield is 98.5%. RXN SMILES: [Cl:1][C:2]1[C:7]2[S:8][CH:9]=[C:10]([CH2:11][O:12][C@@H:13]([C:20]3[CH:25]=[CH:24][C:23]([Cl:26])=[CH:22][C:21]=3[Cl:27])[CH2:14][N:15]3[CH:19]=[CH:18][NH:17][CH2:16]3)[C:6]=2[CH:5]=[CH:4][CH:3]=1.O.[N+:29]([O-:32])([OH:31])=[O:30]>C(O)C>[N+:29]([O-:32])([OH:31])=[O:30].[Cl:1][C:2]1[C:7]2[S:8][CH:9]=[C:10]([CH2:11][O:12][C@@H:13]([C:20]3[CH:25]=[CH:24][C:23]([Cl:26])=[CH:22][C:21]=3[Cl:27])[CH2:14][N:15]3[CH:19]=[CH:18][N:17]=[CH:16]3)[C:6]=2[CH:5]=[CH:4][CH:3]=1 |f:4.5|. Procedure: 2.35 mg (5.37 mmol) of (S)-(+)-1-[2-(7-chlorobenzo[b]thiophen-3-yl-methoxy)-2-(2,4-dichlorophenyl )-ethyl]-2H-imidazole are dissolved in 17 ml of 96% ethanol. 3 ml of water are added and heated at a temperature between 35 and 40° C. To the obtained solution, 0.61 ml of 60% nitric acid (8.06 mmol, 1.5 eq.) are added. Then 13 ml of water are added and cooled first at room temperature and thereafter at 10° C. for 1 hour. The formed solid is filtered, washed twice with 10 ml of water and dried at va... Reactants: CC(=O)OC1c2ccccc2Oc2ccccc21, C=CCN1CCCC(N)C1, Cc1ccccc1. Product: C=CCN1CCCC(NC2c3ccccc3Oc3ccccc32)C1. As a reaction SMILES: [C:11]([O:12][CH:15]1[c:16]2[cH:17][cH:18][cH:19][cH:20][c:21]2[O:22][c:23]2[cH:24][cH:25][cH:26][cH:27][c:28]21)(=[O:13])[CH3:14].[CH2:1]([CH:2]=[CH2:3])[N:4]1[CH2:5][CH:6]([NH2:10])[CH2:7][CH2:8][CH2:9]1.[CH3:29][c:30]1[cH:31][cH:32][cH:33][cH:34][cH:35]1>>[CH2:1]([CH:2]=[CH2:3])[N:4]1[CH2:5][CH:6]([NH:10][CH:15]2[c:16]3[cH:17][cH:18][cH:19][cH:20][c:21]3[O:22][c:23]3[cH:24][cH:25][cH:26][cH:27][c:28]32)[CH2:7][CH2:8][CH2:9]1.